This data is from the Open Reaction Database (ORD), a public repository of structured organic reaction records. The task is: describe an organic reaction: reactants, conditions, products, and yield The reactants are [I-].C[N+](N)(C)C (1,1,1-trimethylhydrazinium iodide), CC(C)([O-])C.[K+] (potassium tert-butoxide), BrC1=C(C(=CC(=C1)Cl)OC1=C(C=CC=C1[N+](=O)[O-])Cl)Cl (1-bromo-2,5-dichloro-3-(2-chloro-6-nitrophenoxy)benzene). The reagents and catalysts are [Cu]Cl (copper (I) chloride). The solvent is CN(C)C=O (DMF), CN(C)C=O (DMF). Reaction conditions: temperature -40 celsius. Yields the product BrC=1C(=C(OC=2C(=C(N)C=CC2Cl)[N+](=O)[O-])C=C(C1)Cl)Cl (3-(3-bromo-2,5-dichlorophenoxy)-4-chloro-2-nitroaniline). Reaction SMILES: [I-].C[N+:3](C)(C)N.CC(C)([O-])C.[K+].[Br:13][C:14]1[CH:19]=[C:18]([Cl:20])[CH:17]=[C:16]([O:21][C:22]2[C:27]([N+:28]([O-:30])=[O:29])=[CH:26][CH:25]=[CH:24][C:23]=2[Cl:31])[C:15]=1[Cl:32]>CN(C=O)C.[Cu]Cl>[Br:13][C:14]1[C:15]([Cl:32])=[C:16]([CH:17]=[C:18]([Cl:20])[CH:19]=1)[O:21][C:22]1[C:27]([N+:28]([O-:30])=[O:29])=[C:26]([CH:25]=[CH:24][C:23]=1[Cl:31])[NH2:3] |f:0.1,2.3|. Procedure details: 1,1,1-trimethylhydrazinium iodide (14.7 g, 72.7 mmol) was added to potassium tert-butoxide (8.20 g, 72.7 mmol) and copper (I) chloride (0.180 g, 1.82 mmol) in DMF (50 mL) at 0° C. The resulting mixture was allowed to stir for several minutes at which point the mixture was cooled to −40° C. and 1-bromo-2,5-dichloro-3-(2-chloro-6-nitrophenoxy)benzene (7.23 g, 18.2 mmol) as a solution in DMF (50 mL) was added dropwise. The reaction mixture was then maintained at −40° C. for 20 minutes, at which poi... The reactants are N#Cc1cccc(NC(=O)Nc2ccc(S(=O)(=O)Nc3ccc(S(N)(=O)=O)cc3)cc2)c1, CCCCN1CCNCC1. Yields the product CCCCN1CCN(C(=N)c2cccc(NC(=O)Nc3ccc(S(=O)(=O)Nc4ccc(S(N)(=O)=O)cc4)cc3)c2)CC1. As a reaction SMILES: [C:1](#[N:2])[c:3]1[cH:4][c:5]([NH:9][C:10]([NH:11][c:12]2[cH:13][cH:14][c:15]([S:18](=[O:19])(=[O:20])[NH:21][c:22]3[cH:23][cH:24][c:25]([S:28]([NH2:29])(=[O:30])=[O:31])[cH:26][cH:27]3)[cH:16][cH:17]2)=[O:32])[cH:6][cH:7][cH:8]1.[CH2:33]([CH2:34][CH2:35][CH3:36])[N:37]1[CH2:38][CH2:39][NH:40][CH2:41][CH2:42]1>>[C:1](=[NH:2])([c:3]1[cH:4][c:5]([NH:9][C:10]([NH:11][c:12]2[cH:13][cH:14][c:15]([S:18](=[O:19])(=[O:20])[NH:21][c:22]3[cH:23][cH:24][c:25]([S:28]([NH2:29])(=[O:30])=[O:31])[cH:26][cH:27]3)[cH:16][cH:17]2)=[O:32])[cH:6][cH:7][cH:8]1)[N:40]1[CH2:39][CH2:38][N:37]([CH2:33][CH2:34][CH2:35][CH3:36])[CH2:42][CH2:41]1. Starting materials: CC(CC1=CC=C(C=C1)C1=NC(=NO1)C=1C=C2CCC(C2=CC1)N1CC(C1)C(=O)OC)C (methyl (±)-1-(5-(5-(4-(2-Methylpropyl)phenyl)-1,2,4-oxadiazol-3-yl)-2,3-dihydro-1H-inden-1-yl)azetidine-3-carboxylate), [OH-].[Na+] (NaOH). Solvent: C(Cl)Cl.CO (CH2Cl2 MeOH), Cl (HCl), CO (MeOH). The product is CC(CC1=CC=C(C=C1)C1=NC(=NO1)C=1C=C2CCC(C2=CC1)N1CC(C1)C(=O)O)C (1-(5-(5-(4-(2-Methylpropyl)phenyl)-1,2,4-oxadiazol-3-yl]-2,3-dihydro-1H-inden-1-yl)azetidine-3-carboxylic acid). Yield: 76.9%. As a reaction SMILES: [CH3:1][CH:2]([CH3:32])[CH2:3][C:4]1[CH:9]=[CH:8][C:7]([C:10]2[O:14][N:13]=[C:12]([C:15]3[CH:16]=[C:17]4[C:21](=[CH:22][CH:23]=3)[CH:20]([N:24]3[CH2:27][CH:26]([C:28]([O:30]C)=[O:29])[CH2:25]3)[CH2:19][CH2:18]4)[N:11]=2)=[CH:6][CH:5]=1.[OH-].[Na+]>CO.C(Cl)Cl.CO.Cl>[CH3:1][CH:2]([CH3:32])[CH2:3][C:4]1[CH:9]=[CH:8][C:7]([C:10]2[O:14][N:13]=[C:12]([C:15]3[CH:16]=[C:17]4[C:21](=[CH:22][CH:23]=3)[CH:20]([N:24]3[CH2:27][CH:26]([C:28]([OH:30])=[O:29])[CH2:25]3)[CH2:19][CH2:18]4)[N:11]=2)=[CH:6][CH:5]=1 |f:1.2,4.5|. Procedure: A solution of 4.5 g (8.1 mmol) of methyl (±)-1-(5-(5-(4-(2-Methylpropyl)phenyl)-1,2,4-oxadiazol-3-yl)-2,3-dihydro-1H-inden-1-yl)azetidine-3-carboxylate, Enantiomer 1 (from Example 17, Step A) in 25 mL of MeOH was treated with 3.0 mL of 5.0 N NaOH and the resulting mixture was heated at reflux for 3 h. The mixture was cooled, diluted with 4:1 v/v CH2Cl2/MeOH and neutralized with concentrated HCl. The solids were filtered and the filtrate was concentrated. Chromatography on a Biotage 75S cartridge... The reactants are Compound 42, BrC(CCC)CCC (4-bromoheptane), C(C1=CC=CC=C1)ONC(=O)NC1=CC=CC=C1 (1-benzyloxy-3-phenylurea). Yields the product C(C1=CC=CC=C1)ON(C(=O)NC1=CC=CC=C1)C(CCC)CCC (1-benzyloxy-1-(1-propylbutyl)-3-phenylurea). Isolated yield 38.9%. As a reaction SMILES: Br[CH:2]([CH2:6][CH2:7][CH3:8])[CH2:3][CH2:4][CH3:5].[CH2:9]([O:16][NH:17][C:18]([NH:20][C:21]1[CH:26]=[CH:25][CH:24]=[CH:23][CH:22]=1)=[O:19])[C:10]1[CH:15]=[CH:14][CH:13]=[CH:12][CH:11]=1>>[CH2:9]([O:16][N:17]([CH:2]([CH2:6][CH2:7][CH3:8])[CH2:3][CH2:4][CH3:5])[C:18]([NH:20][C:21]1[CH:26]=[CH:25][CH:24]=[CH:23][CH:22]=1)=[O:19])[C:10]1[CH:11]=[CH:12][CH:13]=[CH:14][CH:15]=1. Procedure details: Using the general method of Compound 42 Part B, 4-bromoheptane (5.84 g, 32.6 mmole) was reacted with 1-benzyloxy-3-phenylurea (7.3 g, 30.2 mmole) to provide about 4 g of 1-benzyloxy-1-(1-propylbutyl)-3-phenylurea.